This data is from the Open Reaction Database (ORD), a public repository of structured organic reaction records. The task is: describe an organic reaction: reactants, conditions, products, and yield As a reaction SMILES: [C:1](#[N:2])[CH2:3][C:4](=[O:5])[O:6][CH2:7][CH3:8].[C:20]([OH:21])(=[O:22])[CH3:23].[CH2:25]([N+:26]([CH2:27][CH3:28])([CH2:29][CH3:30])[CH2:31][CH3:32])[c:33]1[cH:34][cH:35][cH:36][cH:37][cH:38]1.[CH3:40][c:41]1[cH:42][cH:43][cH:44][cH:45][cH:46]1.[Cl-:24].[Cl:9][C:10](=[CH:11][CH:12]([C:13]([CH3:14])([CH3:15])[Br:17])[Br:16])[Cl:18].[OH2:19].[OH2:39]>>[C:1](#[N:2])[C:3]1([C:4](=[O:5])[O:6][CH2:7][CH3:8])[CH:12]([CH:11]=[C:10]([Cl:9])[Cl:18])[C:13]1([CH3:14])[CH3:15]. Product: CCOC(=O)C1(C#N)C(C=C(Cl)Cl)C1(C)C. Reactants: CCOC(=O)CC#N, CC(=O)O, CC[N+](CC)(CC)Cc1ccccc1, Cc1ccccc1, [Cl-], CC(C)(Br)C(Br)C=C(Cl)Cl, O, O. Reactants: NC1=NC(=CC(=N1)C1=CC(=C(C#N)C=C1)F)N1CCCCC1 (4-[2-amino-6-(1-piperidinyl)-4-pyrimidinyl]-2-fluorobenzonitrile), C(C)(=O)OC(C)=O (acetic anhydride). Product: C(#N)C1=C(C=C(C=C1)C1=NC(=NC(=C1)N1CCCCC1)NC(C)=O)F (N-[4-(4-Cyano-3-fluorophenyl)-6-(1-piperidinyl)-2-pyrimidinyl]acetamide). The reagents and catalysts are CN(C)C=1C=CN=CC1 (DMAP), CN(C)C=1C=CN=CC1 (DMAP). Conditions: temperature 95 celsius, time 16 hour. RXN SMILES: [NH2:1][C:2]1[N:7]=[C:6]([C:8]2[CH:15]=[CH:14][C:11]([C:12]#[N:13])=[C:10]([F:16])[CH:9]=2)[CH:5]=[C:4]([N:17]2[CH2:22][CH2:21][CH2:20][CH2:19][CH2:18]2)[N:3]=1.[C:23](OC(=O)C)(=[O:25])[CH3:24]>CN(C1C=CN=CC=1)C>[C:12]([C:11]1[CH:14]=[CH:15][C:8]([C:6]2[CH:5]=[C:4]([N:17]3[CH2:18][CH2:19][CH2:20][CH2:21][CH2:22]3)[N:3]=[C:2]([NH:1][C:23](=[O:25])[CH3:24])[N:7]=2)=[CH:9][C:10]=1[F:16])#[N:13]. Procedure details: In a 25 mL sealable tube under argon were combined 4-[2-amino-6-(1-piperidinyl)-4-pyrimidinyl]-2-fluorobenzonitrile (0.18 g, 0.44 mmol) and acetic anhydride (5 mL). The vial was sealed and the reaction mixture was stirred at 95° C. After 16 hours, LCMS indicated a mixture of 2:1 bis:mono acetylated products. The reaction mixture was cooled to room temperature and concentrated. To the resulting crude mixture (192 mg) was added CH3OH (10 mL) followed by DMAP (0.046 g, 0.38 mmol) and the reaction m... The reactants are CC(O)C1CC1 (α-methylcyclopropane methanol), NC1=CC=C(C=C1)C=1N(C2=CC(=CC=C2C1C#N)OCCOC)C1CCC1 (2-(4-aminophenyl)-1-cyclobutyl-6-(2-methoxy-ethoxy)-1H-indole-3-carbonitrile), N1=CC=CC=C1 (pyridine), ClC(=O)OC1=CC=C(C=C1)[N+](=O)[O-] (4-nitrophenyl chloroformate). Procedure: To a solution of 2-(4-aminophenyl)-1-cyclobutyl-6-(2-methoxy-ethoxy)-1H-indole-3-carbonitrile (76.0 mg, 0.21 mmol), pyridine (36.5 mg, 0.46 mmol) in 10 mL of 1,1 dichloroethane is added 4-nitrophenyl chloroformate (93.2 mg, 0.46 mmol). The resulting mixture is stirred at room temperature for 2 h. Then α-methylcyclopropane methanol (54.3 mg, 0.63 mmol) is added. The reaction mixture is heated to 70° C. for 5 h. After cooling, the reaction is partitioned between ethyl acetate (10 mL) and saturated... Run in ClC(C)Cl (1,1 dichloroethane). The product is C1(CC1)C(C)OC(NC1=CC=C(C=C1)C=1N(C2=CC(=CC=C2C1C#N)OCCOC)C1CCC1)=O ([4-(3-cyano-1-cyclobutyl-6-(2-methoxyethoxy)-1H-indol-2-yl)-phenyl]-carbamic acid 1-cyclopropyl-ethyl ester). As a reaction SMILES: [NH2:1][C:2]1[CH:7]=[CH:6][C:5]([C:8]2[N:9]([CH:24]3[CH2:27][CH2:26][CH2:25]3)[C:10]3[C:15]([C:16]=2[C:17]#[N:18])=[CH:14][CH:13]=[C:12]([O:19][CH2:20][CH2:21][O:22][CH3:23])[CH:11]=3)=[CH:4][CH:3]=1.N1C=CC=CC=1.Cl[C:35]([O:37][C:38]1[CH:43]=[CH:42][C:41]([N+]([O-])=O)=C[CH:39]=1)=[O:36].CC(C1CC1)O>ClC(Cl)C>[CH:43]1([CH:38]([O:37][C:35](=[O:36])[NH:1][C:2]2[CH:3]=[CH:4][C:5]([C:8]3[N:9]([CH:24]4[CH2:27][CH2:26][CH2:25]4)[C:10]4[C:15]([C:16]=3[C:17]#[N:18])=[CH:14][CH:13]=[C:12]([O:19][CH2:20][CH2:21][O:22][CH3:23])[CH:11]=4)=[CH:6][CH:7]=2)[CH3:39])[CH2:42][CH2:41]1. Reaction conditions: time 2 hour. Reaction SMILES: [CH:1]([N:2]([CH2:3][CH3:4])[CH:5]([CH3:6])[CH3:7])([CH3:8])[CH3:9].[Cl:10][c:11]1[cH:12][cH:13][c:14]2[n:15]([n:16]1)[c:17]([C:20]([F:21])([F:22])[F:23])[n:18][n:19]2.[N:24]1([c:30]2[cH:31][cH:32][c:33]([C:34](=[O:35])[O:36][CH2:37][CH3:38])[cH:39][cH:40]2)[CH2:25][CH2:26][NH:27][CH2:28][CH2:29]1.[O:41]=[CH:42][N:43]([CH3:44])[CH3:45]>>[c:11]1([N:27]2[CH2:26][CH2:25][N:24]([c:30]3[cH:31][cH:32][c:33]([C:34](=[O:35])[O:36][CH2:37][CH3:38])[cH:39][cH:40]3)[CH2:29][CH2:28]2)[cH:12][cH:13][c:14]2[n:15]([n:16]1)[c:17]([C:20]([F:21])([F:22])[F:23])[n:18][n:19]2. Reactants: CCN(C(C)C)C(C)C, FC(F)(F)c1nnc2ccc(Cl)nn12, CCOC(=O)c1ccc(N2CCNCC2)cc1, CN(C)C=O. The product is CCOC(=O)c1ccc(N2CCN(c3ccc4nnc(C(F)(F)F)n4n3)CC2)cc1.